From a dataset of the Open Reaction Database (ORD), a public repository of structured organic reaction records. describe an organic reaction: reactants, conditions, products, and yield Product: CC(=O)SC1NC(=O)C1OC(=O)COc1ccccc1. Reaction SMILES: [CH2:29]([Cl:30])[Cl:31].[CH3:1][O:2][C:3](=[O:4])[C:5]([N:6]1[C:7](=[O:25])[CH:8]([O:14][C:15]([CH2:16][O:17][c:18]2[cH:19][cH:20][cH:21][cH:22][cH:23]2)=[O:24])[CH:9]1[S:10][C:11]([CH3:12])=[O:13])=[O:26].[CH3:27][OH:28]>>[NH:6]1[C:7](=[O:25])[CH:8]([O:14][C:15]([CH2:16][O:17][c:18]2[cH:19][cH:20][cH:21][cH:22][cH:23]2)=[O:24])[CH:9]1[S:10][C:11]([CH3:12])=[O:13]. The reactants are ClCCl, COC(=O)C(=O)N1C(=O)C(OC(=O)COc2ccccc2)C1SC(C)=O, CO. The reactants are CC1C(CCC1)=O (2-methylcyclopentanone), sodium tert.-amylate, CCOCC (ether), C(C=C)Br (allyl bromide). The product is C(C=C)C1(C(CCC1)=O)C (2-allyl-2-methylcyclopentanone). RXN SMILES: [CH3:1][CH:2]1[CH2:6][CH2:5][CH2:4][C:3]1=[O:7].[CH2:8](Br)[CH:9]=C.[CH3:12]COCC>>[CH2:1]([C:2]1([CH3:12])[CH2:6][CH2:5][CH2:4][C:3]1=[O:7])[CH:8]=[CH2:9]. Procedure: In a manner similar to that described above under "B", 2-methylcyclopentanone (6.6 g, 0.067 mole) and allyl bromide (9.24 g, 0.07 l mole) treated in anhydrous ether under nitrogen with sodium tert.-amylate (0.07 mole), worked up as above and purified by distillation, yield 2-allyl-2-methylcyclopentanone as a colourless oil, b.p. 69°-72° C/12 mm νCHCl3 /max 1733, 925 cm-1, nmr (CDCl3) δ 1.05 (s), 4.85-6.15 (m). Reactants: CN(C)c1cc(NC(=O)OC(C)(C)C)c(NC(=O)CC(=O)c2cccc(-c3cnccn3)c2)cc1C(F)(F)F, ClCCl, O=C(O)C(F)(F)F. The product is CN(C)c1cc2c(cc1C(F)(F)F)NC(=O)CC(c1cccc(-c3cnccn3)c1)=N2. As a reaction SMILES: [C:1]([O:2][C:3](=[O:4])[NH:7][c:8]1[c:9]([NH:21][C:22]([CH2:23][C:24](=[O:5])[c:25]2[cH:26][c:27](-[c:31]3[n:32][cH:33][cH:34][n:35][cH:36]3)[cH:28][cH:29][cH:30]2)=[O:38])[cH:10][c:11]([C:17]([F:18])([F:19])[F:20])[c:12]([N:14]([CH3:15])[CH3:16])[cH:13]1)([CH3:6])([CH3:37])[CH3:39].[Cl:47][CH2:48][Cl:49].[F:40][C:41]([F:42])([F:43])[C:44]([OH:45])=[O:46]>>[N:7]1=[C:24]([c:25]2[cH:26][c:27](-[c:31]3[n:32][cH:33][cH:34][n:35][cH:36]3)[cH:28][cH:29][cH:30]2)[CH2:23][C:22](=[O:38])[NH:21][c:9]2[c:8]1[cH:13][c:12]([N:14]([CH3:15])[CH3:16])[c:11]([C:17]([F:18])([F:19])[F:20])[cH:10]2. Reactants: NC=1C=C(C=CC1)N1CC(N(CC1)CC1=CC=CC=C1)C(=O)N (4-(3-aminophenyl)-1-(phenylmethyl)-2-piperazinecarboxamide). The reagents and catalysts are [OH-].[OH-].[Pd+2] (Pd(OH)2). Solvent: CO (methanol). Product: NC=1C=C(C=CC1)N1CC(NCC1)C(=O)N (4-(3-Aminophenyl)-2-piperazinecarboxamide). Reaction SMILES: [NH2:1][C:2]1[CH:3]=[C:4]([N:8]2[CH2:13][CH2:12][N:11](CC3C=CC=CC=3)[CH:10]([C:21]([NH2:23])=[O:22])[CH2:9]2)[CH:5]=[CH:6][CH:7]=1>[OH-].[OH-].[Pd+2].CO>[NH2:1][C:2]1[CH:3]=[C:4]([N:8]2[CH2:13][CH2:12][NH:11][CH:10]([C:21]([NH2:23])=[O:22])[CH2:9]2)[CH:5]=[CH:6][CH:7]=1 |f:1.2.3|. Procedure details: To methanol add 4-(3-aminophenyl)-1-(phenylmethyl)-2-piperazinecarboxamide and Pd(OH)2. Place the reaction on a Parr hydrogenator at 50 psi of H2 and shake. Monitor the progress of the reaction by thin-layer chromatography. Upon completion of the reaction, remove the catalyst by suction filtration through celite. Remove solvent in vacuo to obtain the title compound. The reactants are ClC1=C(C(=C(C(=C1OC([C@@H](NC(=O)OC(C)(C)C)CC1=CC=C(C=C1)C(C)(C)C)=O)Cl)Cl)Cl)Cl (N-t-butoxycarbonyl-p-t-butyl-L-phenylalanine pentachlorophenyl ester), C(C1=CC=CC=C1)OC([C@@H](NC([C@@H](NC(=O)OC(C)(C)C)CC1=CNC2=CC=CC=C12)=O)CCSC)=O (N-t-butoxycarbonyl-L-tryptophyl-L-methionine benzyl ester). Product: C(C1=CC=CC=C1)OC([C@@H](NC([C@@H](NC(=O)OC(C)(C)C)CC1=CC=C(C=C1)C(C)(C)C)=O)CCSC)=O (N-t-butoxycarbonyl-p-t-butyl-L-phenylalanyl-L-methionine benzyl ester). RXN SMILES: ClC1C(OC(=O)[C@H:10]([CH2:19][C:20]2[CH:25]=[CH:24][C:23]([C:26]([CH3:29])([CH3:28])[CH3:27])=[CH:22][CH:21]=2)[NH:11][C:12]([O:14][C:15]([CH3:18])([CH3:17])[CH3:16])=[O:13])=C(Cl)C(Cl)=C(Cl)C=1Cl.[CH2:35]([O:42][C:43](=[O:71])[C@H:44]([CH2:67][CH2:68][S:69][CH3:70])[NH:45][C:46](=[O:66])[C@H](CC1C2C(=CC=CC=2)NC=1)NC(OC(C)(C)C)=O)[C:36]1[CH:41]=[CH:40][CH:39]=[CH:38][CH:37]=1>>[CH2:35]([O:42][C:43](=[O:71])[C@H:44]([CH2:67][CH2:68][S:69][CH3:70])[NH:45][C:46](=[O:66])[C@H:10]([CH2:19][C:20]1[CH:21]=[CH:22][C:23]([C:26]([CH3:29])([CH3:28])[CH3:27])=[CH:24][CH:25]=1)[NH:11][C:12]([O:14][C:15]([CH3:18])([CH3:17])[CH3:16])=[O:13])[C:36]1[CH:37]=[CH:38][CH:39]=[CH:40][CH:41]=1. Procedure details: When an equivalent quantity of N-t-butoxycarbonyl-p-t-butyl-L-phenylalanine pentachlorophenyl ester is substituted for the N-t-butoxycarbonyl-L-tryptophan 2,4,5-trichlorophenyl ester of Example 5 and the procedure detailed therein substantially repeated, there is obtained N-t-butoxycarbonyl-p-t-butyl-L-phenylalanyl-L-methionine benzyl ester.